This data is from the Open Reaction Database (ORD), a public repository of structured organic reaction records. The task is: describe an organic reaction: reactants, conditions, products, and yield The reactants are CCN(C(C)C)C(C)C, COCC1OC(n2cnc3c(NCC(c4ccccc4)c4ccccc4)nc(COS(C)(=O)=O)nc32)C(O)C1O, CCOCC, CC(C)N(C(=O)CN)C(C)C. Yields the product COCC1OC(n2cnc3c(NCC(c4ccccc4)c4ccccc4)nc(CNCC(=O)N(C(C)C)C(C)C)nc32)C(O)C1O. Reaction SMILES: [CH2:52]([N:53]([CH:54]([CH3:55])[CH3:56])[CH:57]([CH3:58])[CH3:59])[CH3:60].[CH3:1][S:2]([O:3][CH2:6][c:7]1[n:8][c:9]([NH:26][CH2:27][CH:28]([c:29]2[cH:30][cH:31][cH:32][cH:33][cH:34]2)[c:35]2[cH:36][cH:37][cH:38][cH:39][cH:40]2)[c:10]2[n:11][cH:12][n:13]([CH:16]3[O:17][CH:18]([CH2:23][O:24][CH3:25])[CH:19]([OH:22])[CH:20]3[OH:21])[c:14]2[n:15]1)(=[O:4])=[O:5].[CH3:61][CH2:62][O:63][CH2:64][CH3:65].[NH2:41][CH2:42][C:43](=[O:44])[N:45]([CH:46]([CH3:47])[CH3:48])[CH:49]([CH3:50])[CH3:51]>>[CH2:6]([c:7]1[n:8][c:9]([NH:26][CH2:27][CH:28]([c:29]2[cH:30][cH:31][cH:32][cH:33][cH:34]2)[c:35]2[cH:36][cH:37][cH:38][cH:39][cH:40]2)[c:10]2[n:11][cH:12][n:13]([CH:16]3[O:17][CH:18]([CH2:23][O:24][CH3:25])[CH:19]([OH:22])[CH:20]3[OH:21])[c:14]2[n:15]1)[NH:41][CH2:42][C:43](=[O:44])[N:45]([CH:46]([CH3:47])[CH3:48])[CH:49]([CH3:50])[CH3:51]. Starting materials: COc1cc(N2CCNCC2)ccc1Br, CCN(C(C)C)C(C)C, C=O, ClCCl. The product is COc1cc(N2CCN(C)CC2)ccc1Br. Reaction SMILES: [Br:1][c:2]1[c:3]([O:14][CH3:15])[cH:4][c:5]([N:8]2[CH2:9][CH2:10][NH:11][CH2:12][CH2:13]2)[cH:6][cH:7]1.[CH2:16]([N:17]([CH:18]([CH3:19])[CH3:20])[CH:21]([CH3:22])[CH3:23])[CH3:24].[CH2:25]=[O:26].[Cl:27][CH2:28][Cl:29]>>[Br:1][c:2]1[c:3]([O:14][CH3:15])[cH:4][c:5]([N:8]2[CH2:9][CH2:10][N:11]([CH3:16])[CH2:12][CH2:13]2)[cH:6][cH:7]1. Reactants: CCOC(=O)c1cccc(Oc2ccc(Cl)cc2[N+](=O)[O-])c1, Cl[Sn]Cl. Yields the product CCOC(=O)c1cccc(Oc2ccc(Cl)cc2N)c1. RXN SMILES: [CH2:1]([CH3:2])[O:3][C:4]([c:5]1[cH:6][c:7]([O:11][c:12]2[c:13]([N+:19]([O-:20])=[O:21])[cH:14][c:15]([Cl:18])[cH:16][cH:17]2)[cH:8][cH:9][cH:10]1)=[O:22].[Sn:23]([Cl:24])[Cl:25]>>[CH2:1]([CH3:2])[O:3][C:4]([c:5]1[cH:6][c:7]([O:11][c:12]2[c:13]([NH2:19])[cH:14][c:15]([Cl:18])[cH:16][cH:17]2)[cH:8][cH:9][cH:10]1)=[O:22]. Reactants: NC1=NC(=C(C(=N1)S(=O)C)C#N)C1=NC=CC=C1 (2-amino-4-methanesulfinyl-6-pyridin-2-yl-pyrimidine-5-carbonitrile), C(C1=CC=CC=C1)N (benzylamine). Solvent: COCCOC (DME). Yields the product NC1=NC(=C(C(=N1)NCC1=CC=CC=C1)C#N)C1=NC=CC=C1 (2-Amino-4-benzylamino-6-pyridin-2-yl-pyrimidine-5-carbonitrile). RXN SMILES: [NH2:1][C:2]1[N:7]=[C:6](S(C)=O)[C:5]([C:11]#[N:12])=[C:4]([C:13]2[CH:18]=[CH:17][CH:16]=[CH:15][N:14]=2)[N:3]=1.[CH2:19]([NH2:26])[C:20]1[CH:25]=[CH:24][CH:23]=[CH:22][CH:21]=1>COCCOC>[NH2:1][C:2]1[N:7]=[C:6]([NH:26][CH2:19][C:20]2[CH:25]=[CH:24][CH:23]=[CH:22][CH:21]=2)[C:5]([C:11]#[N:12])=[C:4]([C:13]2[CH:18]=[CH:17][CH:16]=[CH:15][N:14]=2)[N:3]=1. Procedure: From 2-amino-4-methanesulfinyl-6-pyridin-2-yl-pyrimidine-5-carbonitrile and benzylamine in DME. ES-MS m/e (%): 303 (M+H+, 100). The reactants are C(\C=C\C(=O)O)(=O)O ((Trans)-butenedioic acid), CN1CCN(CC1)CC1=CC=C(C(=O)NC2=CC(=C(C=C2)C)NC2=NC=CC(=N2)C=2C=NC=CC2)C=C1 (4-[(4-methyl-1-piperazinyl)methyl]-N-[4-methyl-3-[[4-(3-pyridinyl)-2-pyrimidinyl]amino]phenyl]benzamide), O (water). The solvent is C(C)O (ethanol). Conditions: temperature 90 celsius. Yields the product CN1CCN(CC1)CC1=CC=C(C(=O)NC2=CC(=C(C=C2)C)NC2=NC=CC(=N2)C=2C=NC=CC2)C=C1 (4-[(4-methyl-1-piperazinyl)methyl]-N-[4-methyl-3-[[4-(3-pyridinyl)-2-pyrimidinyl]amino]phenyl]-benzamide), C(\C=C\C(=O)[O-])(=O)[O-] (fumarate). As a reaction SMILES: [C:1]([OH:8])(=[O:7])/[CH:2]=[CH:3]/[C:4]([OH:6])=[O:5].[CH3:9][N:10]1[CH2:15][CH2:14][N:13]([CH2:16][C:17]2[CH:45]=[CH:44][C:20]([C:21]([NH:23][C:24]3[CH:29]=[CH:28][C:27]([CH3:30])=[C:26]([NH:31][C:32]4[N:37]=[C:36]([C:38]5[CH:39]=[N:40][CH:41]=[CH:42][CH:43]=5)[CH:35]=[CH:34][N:33]=4)[CH:25]=3)=[O:22])=[CH:19][CH:18]=2)[CH2:12][CH2:11]1.O>C(O)C>[CH3:9][N:10]1[CH2:15][CH2:14][N:13]([CH2:16][C:17]2[CH:18]=[CH:19][C:20]([C:21]([NH:23][C:24]3[CH:29]=[CH:28][C:27]([CH3:30])=[C:26]([NH:31][C:32]4[N:37]=[C:36]([C:38]5[CH:39]=[N:40][CH:41]=[CH:42][CH:43]=5)[CH:35]=[CH:34][N:33]=4)[CH:25]=3)=[O:22])=[CH:44][CH:45]=2)[CH2:12][CH2:11]1.[C:1]([O-:8])(=[O:7])/[CH:2]=[CH:3]/[C:4]([O-:6])=[O:5]. Reported procedure: (Trans)-butenedioic acid (fumaric acid; Fluka, Buchs, Switzerland; 1.16 g, 10 mmol) is added to a solution of 4-[(4-methyl-1-piperazinyl)methyl]-N-[4-methyl-3-[[4-(3-pyridinyl)-2-pyrimidinyl]amino]phenyl]benzamide (4.94 g, 10 mmol) in ethanol (25 mL). The mixture is heated to 90° C., treated with water (18 g) and filtered. Upon cooling, the product crystallizes and is filtered and dried to afford 4-[(4-methyl-1-piperazinyl)methyl]-N-[4-methyl-3-[[4-(3-pyridinyl)-2-pyrimidinyl]amino]phenyl]-benza...